From a dataset of the Open Reaction Database (ORD), a public repository of structured organic reaction records. describe an organic reaction: reactants, conditions, products, and yield Starting materials: OCCN(S(=O)(=O)C)C=1C=C2C(N(C(C2=CC1)=O)CC(=O)OC(C)(C)C)=O (tert-butyl 2-(5-(N-(2-hydroxyethyl)-methylsulfonamido)-1,3-dioxoisoindolin-2-yl)acetate), C1(=CC=CC=C1)P(C1=CC=CC=C1)C1=CC=CC=C1 (triphenylphosphine), C(Br)(Br)(Br)Br (CBr4). The solvent is C(Cl)Cl (DCM). Conditions: time 10 minute. Yields the product BrCCN(S(=O)(=O)C)C=1C=C2C(N(C(C2=CC1)=O)CC(=O)OC(C)(C)C)=O (tert-butyl 2-(5-(N-(2-bromoethyl)methylsulfonamido)-1,3-dioxoisoindolin-2-yl)acetate). Isolated yield 76.0%. RXN SMILES: O[CH2:2][CH2:3][N:4]([C:9]1[CH:10]=[C:11]2[C:15](=[CH:16][CH:17]=1)[C:14](=[O:18])[N:13]([CH2:19][C:20]([O:22][C:23]([CH3:26])([CH3:25])[CH3:24])=[O:21])[C:12]2=[O:27])[S:5]([CH3:8])(=[O:7])=[O:6].C1(P(C2C=CC=CC=2)C2C=CC=CC=2)C=CC=CC=1.C(Br)(Br)(Br)[Br:48]>C(Cl)Cl>[Br:48][CH2:2][CH2:3][N:4]([C:9]1[CH:10]=[C:11]2[C:15](=[CH:16][CH:17]=1)[C:14](=[O:18])[N:13]([CH2:19][C:20]([O:22][C:23]([CH3:26])([CH3:25])[CH3:24])=[O:21])[C:12]2=[O:27])[S:5]([CH3:8])(=[O:7])=[O:6]. Procedure: To a stirred solution of tert-butyl 2-(5-(N-(2-hydroxyethyl)methylsulfonamido)-1,3-dioxoisoindolin-2-yl)acetate (as obtained from Example 38, step 1, 1.12 g, 2.81 mmol) in DCM (20 ml), triphenylphosphine (0.958 g, 3.65 mmol) was added. After 10 minutes at room temperature under stirring, CBr4 (1.212 g, 3.65 mmol) was added, and the mixture was stirred at the same temperature for additional 14 hours. The volatiles were removed under vacuum and the crude was purified by chromatography on silica ge...